The task is: describe an organic reaction: reactants, conditions, products, and yield. This data is from the Open Reaction Database (ORD), a public repository of structured organic reaction records. Reactants: O (Water), BrC1=C(C=CC(=C1)C)N (2-bromo-4-methylbenzenamine), C1(=CC=CC=C1)B(O)O (phenyl boronic acid), tetrakistriphenylphosphine palladium(0), C([O-])([O-])=O.[Na+].[Na+] (sodium carbonate). Solvent: COCCOC (DME). Run at temperature 80 celsius, time 16 hour. The product is C1(=CC=CC=C1)C1=C(C=CC(=C1)C)N (2-phenyl-4-methylbenzenamine). Isolated yield 74.2%. Reaction SMILES: Br[C:2]1[CH:7]=[C:6]([CH3:8])[CH:5]=[CH:4][C:3]=1[NH2:9].[C:10]1(B(O)O)[CH:15]=[CH:14][CH:13]=[CH:12][CH:11]=1.C(=O)([O-])[O-].[Na+].[Na+].O>COCCOC>[C:10]1([C:2]2[CH:7]=[C:6]([CH3:8])[CH:5]=[CH:4][C:3]=2[NH2:9])[CH:15]=[CH:14][CH:13]=[CH:12][CH:11]=1 |f:2.3.4|. Reported procedure: To a degassed solution of 2-bromo-4-methylbenzenamine (0.301 g, 1.618 mmol), phenyl boronic acid (0.296 g, 2.427 mmol), and tetrakistriphenylphosphine palladium(0) (0.187 g, 0.162 mmol) in DME (8 mL) was added 2M sodium carbonate solution (3 ml, 6 mmol) and the mixture was stirred for 16 h at 80° C. Water (30 ml) was added and the product was extracted with EtOAc (2×30 mL). The combined organics were washed with brine, dried (Na2SO4), concentrated and purified by silica gel chromatography to pro... Reactants: C=CCC(C(=O)OCC)C(=O)OCC, CC(C(=O)O)C(=O)NCc1cc(F)cc(F)c1. Product: C=CCC(C(=O)O)C(=O)NCc1cc(F)cc(F)c1. Reaction SMILES: [CH2:18]([CH:19]=[CH2:31])[CH:20]([C:21]([O:22][CH2:23][CH3:24])=[O:25])[C:26]([O:27][CH2:28][CH3:29])=[O:30].[F:1][c:2]1[cH:3][c:4]([CH2:5][NH:6][C:7]([CH:8]([C:9](=[O:10])[OH:11])[CH3:12])=[O:13])[cH:14][c:15]([F:17])[cH:16]1>>[F:1][c:2]1[cH:3][c:4]([CH2:5][NH:6][C:7]([CH:8]([C:9](=[O:10])[OH:11])[CH2:12][CH:18]=[CH2:19])=[O:13])[cH:14][c:15]([F:17])[cH:16]1. Reactants: c1ccc(CNCCc2ccc(OCc3ccccc3)c(OCc3ccccc3)c2)cc1, NS(=O)(=O)c1ccc(OCCCl)cc1, Cc1ccccc1C. The product is NS(=O)(=O)c1ccc(OCCN(CCc2ccc(OCc3ccccc3)c(OCc3ccccc3)c2)Cc2ccccc2)cc1, Cl. RXN SMILES: [CH2:1]([c:2]1[cH:3][cH:4][cH:5][cH:6][cH:7]1)[O:8][c:9]1[cH:10][c:11]([CH2:23][CH2:24][NH:25][CH2:26][c:27]2[cH:28][cH:29][cH:30][cH:31][cH:32]2)[cH:12][cH:13][c:14]1[O:15][CH2:16][c:17]1[cH:18][cH:19][cH:20][cH:21][cH:22]1.[S:33]([NH2:34])(=[O:35])(=[O:36])[c:37]1[cH:38][cH:39][c:40]([O:41][CH2:42][CH2:43][Cl:44])[cH:45][cH:46]1.[c:47]1([CH3:48])[c:49]([CH3:50])[cH:51][cH:52][cH:53][cH:54]1>>[CH2:1]([c:2]1[cH:3][cH:4][cH:5][cH:6][cH:7]1)[O:8][c:9]1[cH:10][c:11]([CH2:23][CH2:24][N:25]([CH2:26][c:27]2[cH:28][cH:29][cH:30][cH:31][cH:32]2)[CH2:43][CH2:42][O:41][c:40]2[cH:39][cH:38][c:37]([S:33]([NH2:34])(=[O:35])=[O:36])[cH:46][cH:45]2)[cH:12][cH:13][c:14]1[O:15][CH2:16][c:17]1[cH:18][cH:19][cH:20][cH:21][cH:22]1.[ClH:44]. The reactants are NC1=CC=C(C=C1)C=1C[C@H]2C(N(C3=C(C(N2C1)=O)C=C(C(=C3)OCCCOC3=CC1=C(C(N2[C@H](C(N1COCC[Si](C)(C)C)=O)CC(=C2)S(=O)(=O)C(F)(F)F)=O)C=C3OC)OC)COCC[Si](C)(C)C)=O ((S)-2-(4-aminophenyl)-7-methoxy-8-(3-((S)-7-methoxy-2-(trifluoromethylsulfonyl)-5,11-dioxo-10-((2-(trimethylsilyl)ethoxy)methyl)-5,10,11,11a-tetrahydro-1H-pyrrolo[2,1-c][1,4]benzodiazepin-8-yloxy)propoxy)-10-((2-(trimethylsilyl)ethoxy)methyl)-1H-pyrrolo[2,1-c][1,4]benzodiazepine-5,11(10H,11aH)-dione), C1=CC=C(C=C1)P(C2=CC=CC=C2)C3=CC=CC=C3 (PPh3), C(#C)[Si](C)(C)C (Ethynyltrimethylsilane). Reagents/catalysts: [Cu]I (CuI), C=1C=CC(=CC1)[P](C=2C=CC=CC2)(C=3C=CC=CC3)[Pd]([P](C=4C=CC=CC4)(C=5C=CC=CC5)C=6C=CC=CC6)([P](C=7C=CC=CC7)(C=8C=CC=CC8)C=9C=CC=CC9)[P](C=1C=CC=CC1)(C=1C=CC=CC1)C=1C=CC=CC1 (Pd(PPh3)4). Solvent: N1CCCCC1 (piperidine). Reaction conditions: time 8 hour. Product: NC1=CC=C(C=C1)C=1C[C@H]2C(N(C3=C(C(N2C1)=O)C=C(C(=C3)OCCCOC3=CC1=C(C(N2[C@H](C(N1COCC[Si](C)(C)C)=O)CC(=C2)C#C[Si](C)(C)C)=O)C=C3OC)OC)COCC[Si](C)(C)C)=O ((S)-2-(4-aminophenyl)-7-methoxy-8-(3-(((S)-7-methoxy-5,11-dioxo-10-((2-(trimethylsilyl)ethoxy)methyl)-2-((trimethylsilyl)-ethynyl)-5,10,11,11a-tetrahydro-pyrrolo[2,1-c][1,4]benzodiazepin-8-yl)oxy)propoxy)-10-((2-(trimethylsilyl)ethoxy)methyl)-pyrrolo[2,1-c][1,4]benzodiazepine-5,11(10H,11aH)-dione), solid. The yield is 30.0%. RXN SMILES: [NH2:1][C:2]1[CH:7]=[CH:6][C:5]([C:8]2[CH2:9][C@@H:10]3[N:16]([CH:17]=2)[C:15](=[O:18])[C:14]2[CH:19]=[C:20]([O:61][CH3:62])[C:21]([O:23][CH2:24][CH2:25][CH2:26][O:27][C:28]4[C:58]([O:59][CH3:60])=[CH:57][C:31]5[C:32](=[O:56])[N:33]6[CH:48]=[C:47](S(C(F)(F)F)(=O)=O)[CH2:46][C@H:34]6[C:35](=[O:45])[N:36]([CH2:37][O:38][CH2:39][CH2:40][Si:41]([CH3:44])([CH3:43])[CH3:42])[C:30]=5[CH:29]=4)=[CH:22][C:13]=2[N:12]([CH2:63][O:64][CH2:65][CH2:66][Si:67]([CH3:70])([CH3:69])[CH3:68])[C:11]3=[O:71])=[CH:4][CH:3]=1.C1C=CC(P(C2C=CC=CC=2)C2C=CC=CC=2)=CC=1.[C:91]([Si:93]([CH3:96])([CH3:95])[CH3:94])#[CH:92]>N1CCCCC1.[Cu]I.C1C=CC([P]([Pd]([P](C2C=CC=CC=2)(C2C=CC=CC=2)C2C=CC=CC=2)([P](C2C=CC=CC=2)(C2C=CC=CC=2)C2C=CC=CC=2)[P](C2C=CC=CC=2)(C2C=CC=CC=2)C2C=CC=CC=2)(C2C=CC=CC=2)C2C=CC=CC=2)=CC=1>[NH2:1][C:2]1[CH:7]=[CH:6][C:5]([C:8]2[CH2:9][C@@H:10]3[N:16]([CH:17]=2)[C:15](=[O:18])[C:14]2[CH:19]=[C:20]([O:61][CH3:62])[C:21]([O:23][CH2:24][CH2:25][CH2:26][O:27][C:28]4[C:58]([O:59][CH3:60])=[CH:57][C:31]5[C:32](=[O:56])[N:33]6[CH:48]=[C:47]([C:92]#[C:91][Si:93]([CH3:96])([CH3:95])[CH3:94])[CH2:46][C@H:34]6[C:35](=[O:45])[N:36]([CH2:37][O:38][CH2:39][CH2:40][Si:41]([CH3:44])([CH3:43])[CH3:42])[C:30]=5[CH:29]=4)=[CH:22][C:13]=2[N:12]([CH2:63][O:64][CH2:65][CH2:66][Si:67]([CH3:70])([CH3:69])[CH3:68])[C:11]3=[O:71])=[CH:4][CH:3]=1 |^1:108,110,129,148|. Reported procedure: A mixture of 9 (0.150 g, 0.14 mmol), CuI (0.003 g, 0.014 mmol, 0.1 eq), Pd(PPh3)4 (0.0162 g, 0.014 mmol, 0.1 eq) and PPh3 (0.007 g, 0.028 mmol, 0.2 eq) was dissolved in piperidine (9 mL) in presence of molecular sieves under an argon atmosphere. Ethynyltrimethylsilane (0.06 ml, 0.42 mmol, 3 eq) was added to the mixture at 70° C. and the reaction mixture was allowed to stir overnight. The solvent was removed by rotary evaporation under reduced pressure and the resulting brown solid purified by fl... Reactants: C1(=CC=CC=C1)NC=1SC=C(N1)CCN (2-phenylamino-4-(2-aminoethyl)thiazole), C(C)(=O)O (acetic acid), C=O (formaldehyde), aqueous solution. The solvent is CO (methanol). Reaction conditions: time 20 minute. The product is C1(=CC=CC=C1)NC=1SC=2CNCCC2N1 (2-Phenylamino-4,5,6,7-tetrahydrothiazolo[5,4-c]pyridine). The yield is 382.9%. As a reaction SMILES: [C:1]1([NH:7][C:8]2[S:9][CH:10]=[C:11]([CH2:13][CH2:14][NH2:15])[N:12]=2)[CH:6]=[CH:5][CH:4]=[CH:3][CH:2]=1.[C:16](O)(=O)C.C=O>CO>[C:1]1([NH:7][C:8]2[S:9][C:10]3[CH2:16][NH:15][CH2:14][CH2:13][C:11]=3[N:12]=2)[CH:2]=[CH:3][CH:4]=[CH:5][CH:6]=1. Procedure details: A solution of 2-phenylamino-4-(2-aminoethyl)thiazole (0.30 g, 1.37 mmol) in methanol (15 ml) was treated with acetic acid (0.02 ml, 0.35 mmol) and formaldehyde (0.11 ml of a 37% aqueous solution, 1.37 mmol). After 20 minutes, the reaction mixture was concentrated in vacuo and the residue dissolved in ethyl acetate. The organic layer was washed with saturated aqueous sodium bicarbonate, water, and saturated aqueous sodium chloride, dried over sodium sulfate, and concentrated in vacuo to provide a... The reactants are CC(C)(C)OC(=O)COc1cccc(-c2nc3ccc(Br)cc3o2)c1, CCOC(C)=O, Cl, C1CCOC1, O. Product: O=C(O)COc1cccc(-c2nc3ccc(Br)cc3o2)c1. Reaction SMILES: [Br:1][c:2]1[cH:3][c:4]2[c:5]([n:6][c:7](-[c:9]3[cH:10][c:11]([O:12][CH2:13][C:14](=[O:15])[O:16][C:17]([CH3:18])([CH3:19])[CH3:20])[cH:21][cH:22][cH:23]3)[o:8]2)[cH:24][cH:25]1.[C:26]([O:27][CH2:28][CH3:29])(=[O:30])[CH3:31].[ClH:32].[O:34]1[CH2:35][CH2:36][CH2:37][CH2:38]1.[OH2:33]>>[Br:1][c:2]1[cH:3][c:4]2[c:5]([n:6][c:7](-[c:9]3[cH:10][c:11]([O:12][CH2:13][C:14](=[O:15])[OH:16])[cH:21][cH:22][cH:23]3)[o:8]2)[cH:24][cH:25]1. Starting materials: CCCCCc1ccc(C(=O)O)cc1, CNOC, O=C(Cl)C(=O)Cl, ClCCl, Cl, CN(C)C=O, c1ccncc1. The product is CCCCCc1ccc(C(=O)N(C)OC)cc1. Reaction SMILES: [CH2:1]([CH2:2][CH2:3][CH2:4][CH3:5])[c:6]1[cH:7][cH:8][c:9]([C:10](=[O:11])[OH:12])[cH:13][cH:14]1.[CH3:21][NH:22][O:23][CH3:24].[Cl:15][C:16]([C:17]([Cl:18])=[O:19])=[O:20].[Cl:32][CH2:33][Cl:34].[ClH:25].[O:35]=[CH:36][N:37]([CH3:38])[CH3:39].[cH:26]1[cH:27][cH:28][n:29][cH:30][cH:31]1>>[CH2:1]([CH2:2][CH2:3][CH2:4][CH3:5])[c:6]1[cH:7][cH:8][c:9]([C:10](=[O:11])[N:22]([CH3:21])[O:23][CH3:24])[cH:13][cH:14]1.